This data is from the Open Reaction Database (ORD), a public repository of structured organic reaction records. The task is: describe an organic reaction: reactants, conditions, products, and yield Starting materials: CCO, CCC=CC(CC(=O)OCC)c1ccc(OC2CCCCO2)cc1, Cc1ccc(S(=O)(=O)[O-])cc1, c1cc[nH+]cc1. Product: CCC=CC(CC(=O)OCC)c1ccc(O)cc1. As a reaction SMILES: [CH3:42][CH2:43][OH:44].[O:1]1[CH2:2][CH2:3][CH2:4][CH2:5][CH:6]1[O:7][c:8]1[cH:9][cH:10][c:11]([CH:14]([CH2:15][C:16](=[O:17])[O:18][CH2:19][CH3:20])[CH:21]=[CH:22][CH2:23][CH3:24])[cH:12][cH:13]1.[c:25]1([CH3:26])[cH:27][cH:28][c:29]([S:30]([O-:31])(=[O:32])=[O:33])[cH:34][cH:35]1.[nH+:36]1[cH:37][cH:38][cH:39][cH:40][cH:41]1>>[OH:7][c:8]1[cH:9][cH:10][c:11]([CH:14]([CH2:15][C:16](=[O:17])[O:18][CH2:19][CH3:20])[CH:21]=[CH:22][CH2:23][CH3:24])[cH:12][cH:13]1. Reactants: COC(=O)c1ccc(CNC(=O)c2nn(Cc3ccc(OC(F)F)cc3)c3ccc(F)cc23)cc1, Cl, [Li+], C1CCOC1, [OH-]. The product is O=C(O)c1ccc(CNC(=O)c2nn(Cc3ccc(OC(F)F)cc3)c3ccc(F)cc23)cc1. RXN SMILES: [CH3:1][O:2][C:3]([c:4]1[cH:5][cH:6][c:7]([CH2:10][NH:11][C:12](=[O:13])[c:14]2[n:15][n:16]([CH2:24][c:25]3[cH:26][cH:27][c:28]([O:31][CH:32]([F:33])[F:34])[cH:29][cH:30]3)[c:17]3[cH:18][cH:19][c:20]([F:23])[cH:21][c:22]23)[cH:8][cH:9]1)=[O:35].[ClH:38].[Li+:37].[O:39]1[CH2:40][CH2:41][CH2:42][CH2:43]1.[OH-:36]>>[O:2]=[C:3]([c:4]1[cH:5][cH:6][c:7]([CH2:10][NH:11][C:12](=[O:13])[c:14]2[n:15][n:16]([CH2:24][c:25]3[cH:26][cH:27][c:28]([O:31][CH:32]([F:33])[F:34])[cH:29][cH:30]3)[c:17]3[cH:18][cH:19][c:20]([F:23])[cH:21][c:22]23)[cH:8][cH:9]1)[OH:35]. Reactants: COC1=C(C=C(C=C1)C1=CC(=NO1)C1=CC(=C(C(=C1)OC)OC)OC)O (2-methoxy-5-(3-(3,4,5-trimethoxyphenyl)isoxazol-5-yl)phenol), C([O-])([O-])=O.[K+].[K+] (potassium carbonate), BrCCCCCOC1=C(C=C(C=C1)C1NC2=CC=CC=C2C(N1)=O)OC (2-[4-(5-Bromo-pentyloxy)-3-methoxy-phenyl]-2,3-dihydro-1H-quinazolin-4-one), ice. The solvent is CN(C)C=O (DMF), C(C)(=O)OCC.CCCCCC (ethyl acetate hexane). Run at temperature 30 celsius, time 30 hour. Product: COC=1C=C(C=CC1OCCCCCOC1=C(C=CC(=C1)C1=CC(=NO1)C1=CC(=C(C(=C1)OC)OC)OC)OC)C1NC2=CC=CC=C2C(N1)=O (2-(3-methoxy-4-(5-(2-methoxy-5-(3-(3,4,5-trimethoxyphenyl)isoxazol-5-yl)phenoxy)pentyloxy)phenyl)-2,3-dihydroquinazolin-4(1H)-one). Isolated yield 78.5%. As a reaction SMILES: [CH3:1][O:2][C:3]1[CH:8]=[CH:7][C:6]([C:9]2[O:13][N:12]=[C:11]([C:14]3[CH:19]=[C:18]([O:20][CH3:21])[C:17]([O:22][CH3:23])=[C:16]([O:24][CH3:25])[CH:15]=3)[CH:10]=2)=[CH:5][C:4]=1[OH:26].C(=O)([O-])[O-].[K+].[K+].Br[CH2:34][CH2:35][CH2:36][CH2:37][CH2:38][O:39][C:40]1[CH:45]=[CH:44][C:43]([CH:46]2[NH:55][C:54](=[O:56])[C:53]3[C:48](=[CH:49][CH:50]=[CH:51][CH:52]=3)[NH:47]2)=[CH:42][C:41]=1[O:57][CH3:58]>CN(C=O)C.C(OCC)(=O)C.CCCCCC>[CH3:58][O:57][C:41]1[CH:42]=[C:43]([CH:46]2[NH:55][C:54](=[O:56])[C:53]3[C:48](=[CH:49][CH:50]=[CH:51][CH:52]=3)[NH:47]2)[CH:44]=[CH:45][C:40]=1[O:39][CH2:38][CH2:37][CH2:36][CH2:35][CH2:34][O:26][C:4]1[CH:5]=[C:6]([C:9]2[O:13][N:12]=[C:11]([C:14]3[CH:19]=[C:18]([O:20][CH3:21])[C:17]([O:22][CH3:23])=[C:16]([O:24][CH3:25])[CH:15]=3)[CH:10]=2)[CH:7]=[CH:8][C:3]=1[O:2][CH3:1] |f:1.2.3,6.7|. Procedure: 2-methoxy-5-(3-(3,4,5-trimethoxyphenyl)isoxazol-5-yl)phenol (29a) (357.36 mg 1.0 mmol) in DMF (20 mL) was added anhydrous potassium carbonate (690 mg, 5.0 mmol) and 2-[4-(5-Bromo-pentyloxy)-3-methoxy-phenyl]-2,3-dihydro-1H-quinazolin-4-one (2d) (419.29 mg, 1.0 mmol). The reaction mixture was stirred at a temperature of 30° C. for 30 h and the reaction was monitored by TLC using ethyl acetate-hexane (6:4) as a solvent system. Then to this ice is added and extracted with ethyl acetate. The solvent... Starting materials: C(C)(C)[N-]C(C)C.[Li+] (lithium diisopropylamide), FC(C=1C=C(C=CC1)C1=C2CCCC(C2=CC=C1)=O)(F)F (5-(3-(trifluoromethyl)phenyl)-3,4-dihydronaphthalen-1(2H)-one), BrCC1=CC=C(C(=O)OC)C=C1 (methyl 4-(bromomethyl)benzoate). Run in C1CCOC1 (THF), C1CCOC1 (THF). Run at time 1 hour. Yields the product O=C1C(CCC2=C(C=CC=C12)C1=CC(=CC=C1)C(F)(F)F)CC1=CC=C(C(=O)OC)C=C1 (methyl 4-((1-oxo-5-(3-(trifluoromethyl)phenyl)-1,2,3,4-tetrahydronaphthalen-2-yl)methyl)benzoate). The yield is 8.4%. As a reaction SMILES: C([N-]C(C)C)(C)C.[Li+].[F:9][C:10]([F:29])([F:28])[C:11]1[CH:12]=[C:13]([C:17]2[CH:26]=[CH:25][CH:24]=[C:23]3[C:18]=2[CH2:19][CH2:20][CH2:21][C:22]3=[O:27])[CH:14]=[CH:15][CH:16]=1.Br[CH2:31][C:32]1[CH:41]=[CH:40][C:35]([C:36]([O:38][CH3:39])=[O:37])=[CH:34][CH:33]=1>C1COCC1>[O:27]=[C:22]1[C:23]2[C:18](=[C:17]([C:13]3[CH:14]=[CH:15][CH:16]=[C:11]([C:10]([F:28])([F:29])[F:9])[CH:12]=3)[CH:26]=[CH:25][CH:24]=2)[CH2:19][CH2:20][CH:21]1[CH2:31][C:32]1[CH:41]=[CH:40][C:35]([C:36]([O:38][CH3:39])=[O:37])=[CH:34][CH:33]=1 |f:0.1|. Procedure details: A solution of lithium diisopropylamide (2.0 M in THF, 0.8 mL, 1.6 mmol) was added to a solution of 5-(3-(trifluoromethyl)phenyl)-3,4-dihydronaphthalen-1(2H)-one (435 mg, 1.5 mmol) in THF (5 mL) at −78° C. After 1 h at −78° C., a solution of methyl 4-(bromomethyl)benzoate (378 mg, 1.65 mmol) in THF (2.5 mL) was added via cannula. The reaction mixture was allowed to warm to room temperature naturally. After stirring at room temperature overnight, the reaction was quenched with saturated aqueous NH...